From a dataset of the Open Reaction Database (ORD), a public repository of structured organic reaction records. describe an organic reaction: reactants, conditions, products, and yield The product is COc1ccc2sc(-c3ccc(F)cc3)c(C(=O)O)c2c1. RXN SMILES: [CH2:23]1[O:24][CH2:25][CH2:26][CH2:27]1.[CH3:31][OH:32].[ClH:30].[F:1][c:2]1[cH:3][cH:4][c:5](-[c:8]2[c:9]([C:19](=[O:20])[O:21][CH3:22])[c:10]3[c:11]([s:12]2)[cH:13][cH:14][c:15]([O:17][CH3:18])[cH:16]3)[cH:6][cH:7]1.[Li+:28].[OH-:29]>>[F:1][c:2]1[cH:3][cH:4][c:5](-[c:8]2[c:9]([C:19](=[O:20])[OH:21])[c:10]3[c:11]([s:12]2)[cH:13][cH:14][c:15]([O:17][CH3:18])[cH:16]3)[cH:6][cH:7]1. Reactants: C1CCOC1, CO, Cl, COC(=O)c1c(-c2ccc(F)cc2)sc2ccc(OC)cc12, [Li+], [OH-].